Dataset: the Open Reaction Database (ORD), a public repository of structured organic reaction records. Task: describe an organic reaction: reactants, conditions, products, and yield The reactants are N#CCc1cccs1, O=C1CCCCC1. Product: N#CC(=C1CCCCC1)c1cccs1. As a reaction SMILES: [N:1]#[C:2][CH2:3][c:4]1[cH:5][cH:6][cH:7][s:8]1.[O:9]=[C:10]1[CH2:11][CH2:12][CH2:13][CH2:14][CH2:15]1>>[N:1]#[C:2][C:3]([c:4]1[cH:5][cH:6][cH:7][s:8]1)=[C:10]1[CH2:11][CH2:12][CH2:13][CH2:14][CH2:15]1. The reactants are diethyl malenate, BrCC1=CC2=CC=C(C=C2C=C1)CBr (2,6-bis(bromomethyl)naphthalene), ice water, [Na] (sodium), C(CC(=O)OCC)(=O)OCC (diethyl malonate), Cl (hydrochloric acid). Run in C(C)O (ethanol). Yields the product C(=O)(O)CCC1=CC2=CC=C(C=C2C=C1)CCC(=O)O (2,6-Bis(2-carboxyethyl)naphthalene). The yield is 265.2%. Reaction SMILES: [Na].[C:2]([O:10]CC)(=[O:9])[CH2:3][C:4](OCC)=O.BrC[C:15]1[CH:24]=[CH:23][C:22]2[C:17](=[CH:18][CH:19]=[C:20]([CH2:25]Br)[CH:21]=2)[CH:16]=1.Cl>C(O)C>[C:2]([CH2:3][CH2:25][C:20]1[CH:19]=[CH:18][C:17]2[C:22](=[CH:23][CH:24]=[C:15]([CH2:4][CH2:3][C:2]([OH:10])=[O:9])[CH:16]=2)[CH:21]=1)([OH:10])=[O:9] |^1:0|. Procedure: First, 228 mg of metallic sodium was dissolved in 10 ml of absolute ethanol, and after adding 3.02 g of diethyl malenate, the mixture was refluxed for 5 minutes and cooled. After adding 504 mg of diethyl malonate and then 1.41 g of 2,6-bis(bromomethyl)naphthalene at once, the mixture was refluxed 2 hours. After cooling and adding 20 ml of ice water, the reaction mixture was adjusted to pH 6.0 with 1N hydrochloric acid and extracted twice with 100 ml of benzene. The extracts were combined, washed... The reactants are C(C)OC(C1=C(C(=C(C=C1)N1CC(CC1)NC(=O)OC(C)(C)C)F)NC1CC1)=O (4-[3-(tert-butoxycarbonylamino)pyrrolidin-1-yl]-2-cyclopropylamino-3-fluorobenzoic acid ethyl ester), [OH-].[Na+] (sodium hydroxide). The solvent is O1CCCC1 (tetrahydrofuran), CO (methanol). Yields the product C(C)(C)(C)OC(=O)NC1CN(CC1)C1=C(C(=C(C(=O)O)C=C1)NC1CC1)F (4-[3-(tert-Butoxycarbonylamino)pyrrolidin-1-yl]-2-cyclopropylamino-3-fluorobenzoic acid). Isolated yield 112.2%. Reaction SMILES: C([O:3][C:4](=[O:29])[C:5]1[CH:10]=[CH:9][C:8]([N:11]2[CH2:15][CH2:14][CH:13]([NH:16][C:17]([O:19][C:20]([CH3:23])([CH3:22])[CH3:21])=[O:18])[CH2:12]2)=[C:7]([F:24])[C:6]=1[NH:25][CH:26]1[CH2:28][CH2:27]1)C.[OH-].[Na+]>O1CCCC1.CO>[C:20]([O:19][C:17]([NH:16][CH:13]1[CH2:14][CH2:15][N:11]([C:8]2[CH:9]=[CH:10][C:5]([C:4]([OH:29])=[O:3])=[C:6]([NH:25][CH:26]3[CH2:27][CH2:28]3)[C:7]=2[F:24])[CH2:12]1)=[O:18])([CH3:23])([CH3:21])[CH3:22] |f:1.2|. Procedure details: A solution of 4-[3-(tert-butoxycarbonylamino)pyrrolidin-1-yl]-2-cyclopropylamino-3-fluorobenzoic acid ethyl ester (Example 3j, 1.34 g, 3.29 mmol) and aqueous sodium hydroxide (2N, 20 mL) in tetrahydrofuran (20 mL) and methanol (20 mL) is refluxed for 1 hour. The solution is partially concentrated in vacuo, then acidified to pH 6 and extracted with chloroform. The combined organic extracts are dried over Na2SO4, filtered, and concentrated to give the title compound (1.40 g). 1H NMR (CDCl3): δ 7.5... The reactants are C(C1=CC=CC=C1)N1C(C(CC1=O)CO)C1=C(C=CC=C1Cl)Cl (1-benzyl-2-(2,6-dichlorophenyl)-3-hydroxymethyl-pyrrolidine-5-one), S(=O)(=O)(C1=CC=C(C)C=C1)Cl (tosyl chloride), ice water. Run in [K] (potassium). Conditions: time 3 hour. Product: C(C1=CC=CC=C1)N1C(C(CC1=O)COS(=O)(=O)C1=CC=C(C)C=C1)C1=C(C=CC=C1Cl)Cl (1-Benzyl-2-(2,6-dichlorophenyl)-3-tosyloxymethyl-pyrrolidin-5-one). Isolated yield 77.2%. RXN SMILES: [CH2:1]([N:8]1[C:12](=[O:13])[CH2:11][CH:10]([CH2:14][OH:15])[CH:9]1[C:16]1[C:21]([Cl:22])=[CH:20][CH:19]=[CH:18][C:17]=1[Cl:23])[C:2]1[CH:7]=[CH:6][CH:5]=[CH:4][CH:3]=1.[S:24](Cl)([C:27]1[CH:33]=[CH:32][C:30]([CH3:31])=[CH:29][CH:28]=1)(=[O:26])=[O:25]>[K]>[CH2:1]([N:8]1[C:12](=[O:13])[CH2:11][CH:10]([CH2:14][O:15][S:24]([C:27]2[CH:33]=[CH:32][C:30]([CH3:31])=[CH:29][CH:28]=2)(=[O:26])=[O:25])[CH:9]1[C:16]1[C:17]([Cl:23])=[CH:18][CH:19]=[CH:20][C:21]=1[Cl:22])[C:2]1[CH:3]=[CH:4][CH:5]=[CH:6][CH:7]=1 |^1:34|. Procedure details: To 40 g of 1-benzyl-2-(2,6-dichlorophenyl)-3-hydroxymethyl-pyrrolidine-5-one in 67 ml of potassium dried pyridine at 5°-10° was added 23.3 g of tosyl chloride over 30 minutes. After the addition, the mixture was stirred for 3 hours at 15° and then for 13 hours ambient temperature. The reaction mixture was added dropwise to a stirred ice-water solution and then set at ambient temperature for 72 hours. The light yellow solid was collected by filtration and then air dried. Trituration with ether fo... Yields the product CC(C)(C)C=1N=C(SC1)CC#N (4-(1,1-Dimethylethyl)-1,3-thiazole-2-acetonitrile). The solvent is C(C)O (ethanol). As a reaction SMILES: [OH-].[K+].[C:3]([CH2:5][C:6]([NH2:8])=[S:7])#[N:4].Br[CH2:10][C:11](=O)[C:12]([CH3:15])([CH3:14])[CH3:13].O>C(O)C>[CH3:13][C:12]([C:11]1[N:8]=[C:6]([CH2:5][C:3]#[N:4])[S:7][CH:10]=1)([CH3:15])[CH3:14] |f:0.1|. Yield: 51.8%. Starting materials: [OH-].[K+] (KOH), C(#N)CC(=S)N (2-cyanothioacetamide), O (water), BrCC(C(C)(C)C)=O (bromopinacolone). Reported procedure: To a solution of 16.5 g of 85% KOH in 250 ml ethanol was added 25.0 g of 2-cyanothioacetamide. After all of this reagent had dissolved, 44.8 g of bromopinacolone was added dropwise over ca 5 min. The reaction temperature spontaneously climbed to 65° C. and a white solid began to deposit. The mixture was stirred and heated at reflux for 1 hour, cooled, poured into 1000 ml water, and extracted with ether. The extract was washed with brine, dried (MgSO4), and concentrated. Kugelrohr distillation of... The reactants are OB(O)c1ccc(Br)cc1, O=C1CN(c2ccc(-n3cc(-c4ccc(Cl)cc4Cl)nc3Cc3ccc(I)cc3)cc2)S(=O)(=O)N1. Yields the product O=C1CN(c2ccc(-n3cc(-c4ccc(Cl)cc4Cl)nc3Cc3ccc(-c4ccc(Br)cc4)cc3)cc2)S(=O)(=O)N1. Reaction SMILES: [Br:36][c:37]1[cH:38][cH:39][c:40]([B:43]([OH:44])[OH:45])[cH:41][cH:42]1.[Cl:1][c:2]1[c:3](-[c:9]2[n:10][c:11]([CH2:28][c:29]3[cH:30][cH:31][c:32]([I:35])[cH:33][cH:34]3)[n:12](-[c:14]3[cH:15][cH:16][c:17]([N:20]4[CH2:21][C:22](=[O:27])[NH:23][S:24]4(=[O:25])=[O:26])[cH:18][cH:19]3)[cH:13]2)[cH:4][cH:5][c:6]([Cl:8])[cH:7]1>>[Cl:1][c:2]1[c:3](-[c:9]2[n:10][c:11]([CH2:28][c:29]3[cH:30][cH:31][c:32](-[c:40]4[cH:39][cH:38][c:37]([Br:36])[cH:42][cH:41]4)[cH:33][cH:34]3)[n:12](-[c:14]3[cH:15][cH:16][c:17]([N:20]4[CH2:21][C:22](=[O:27])[NH:23][S:24]4(=[O:25])=[O:26])[cH:18][cH:19]3)[cH:13]2)[cH:4][cH:5][c:6]([Cl:8])[cH:7]1. Reactants: CN(C1(CCC(CC1)CC(=O)N1CC(CCC1)C1=CNC2=CC=CC=C12)C1=CC=CC=C1)C (2-(4-dimethylamino-4-phenylcyclohexyl)-1-[3-(1H-indol-3-yl)piperidine-1-yl]-ethanone), Cl[Si](C)(C)C (chlorotrimethylsilane). The solvent is CC(=O)CC (ethyl methyl ketone). Yields the product Cl.CN(C1(CCC(CC1)CC(=O)N1CC(CCC1)C1=CNC2=CC=CC=C12)C1=CC=CC=C1)C (2-(4-dimethylamino-4-phenylcyclohexyl)-1-[3-(1H-indol-3-yl)piperidine-1-yl]-ethanone hydrochloride). The yield is 65.0%. As a reaction SMILES: [CH3:1][N:2]([CH3:33])[C:3]1([C:27]2[CH:32]=[CH:31][CH:30]=[CH:29][CH:28]=2)[CH2:8][CH2:7][CH:6]([CH2:9][C:10]([N:12]2[CH2:17][CH2:16][CH2:15][CH:14]([C:18]3[C:26]4[C:21](=[CH:22][CH:23]=[CH:24][CH:25]=4)[NH:20][CH:19]=3)[CH2:13]2)=[O:11])[CH2:5][CH2:4]1.[Cl:34][Si](C)(C)C>CC(CC)=O>[ClH:34].[CH3:33][N:2]([CH3:1])[C:3]1([C:27]2[CH:28]=[CH:29][CH:30]=[CH:31][CH:32]=2)[CH2:8][CH2:7][CH:6]([CH2:9][C:10]([N:12]2[CH2:17][CH2:16][CH2:15][CH:14]([C:18]3[C:26]4[C:21](=[CH:22][CH:23]=[CH:24][CH:25]=4)[NH:20][CH:19]=3)[CH2:13]2)=[O:11])[CH2:5][CH2:4]1 |f:3.4|. Procedure details: 2-(4-dimethylamino-4-phenylcyclohexyl)-1-[3-(1H-indol-3-yl)piperidine-1-yl]-ethanone (66 mg, 0.148 mmole) was dissolved in ethyl methyl ketone (4 ml) and chlorotrimethylsilane (0.03 ml, 0.23 mmole) was added. After 1 hour the hydrochloride was isolated as a colourless solid in a yield of 65% (46 mg) (Example 53). A melting point could not be determined. The hydrochloride was obtained as a diastereoisomer mixture. Reactants: BrCC=C(CCC=C(CCC=C(CCC=C(CCC=C(CCC=C(CCC=C(CCC=C(CCC=C(CCC=C(C)C)C)C)C)C)C)C)C)C)C (1-bromo-3,7,11,15,19,23,27,31,35,39-decamethyl-2,6,10,14,18,22,26,30,34,38-tetracontadecaene), NCC12CCCN2CCC1 (5-aminomethyl-1-azabicyclo-[3.3.0]octane). The solvent is C1=CC=CC=C1 (benzene), C1=CC=CC=C1 (benzene). Reaction conditions: temperature 50 celsius, time 5 hour. The product is CC(=CCNCC12CCCN2CCC1)CCC=C(CCC=C(CCC=C(CCC=C(CCC=C(CCC=C(CCC=C(CCC=C(CCC=C(C)C)C)C)C)C)C)C)C)C (5-{[(3,7,11,15,19,23,27,31,35,39-Decamethyl-2,6,10,14,18,22,26,30,34,38-tetracontadecaen-1-yl)amino]methyl}-1-azabicyclo[3.3.0]octane). The yield is 51.1%. Reaction SMILES: Br[CH2:2][CH:3]=[C:4]([CH3:51])[CH2:5][CH2:6][CH:7]=[C:8]([CH3:50])[CH2:9][CH2:10][CH:11]=[C:12]([CH3:49])[CH2:13][CH2:14][CH:15]=[C:16]([CH3:48])[CH2:17][CH2:18][CH:19]=[C:20]([CH3:47])[CH2:21][CH2:22][CH:23]=[C:24]([CH3:46])[CH2:25][CH2:26][CH:27]=[C:28]([CH3:45])[CH2:29][CH2:30][CH:31]=[C:32]([CH3:44])[CH2:33][CH2:34][CH:35]=[C:36]([CH3:43])[CH2:37][CH2:38][CH:39]=[C:40]([CH3:42])[CH3:41].[NH2:52][CH2:53][C:54]12[CH2:61][CH2:60][CH2:59][N:58]1[CH2:57][CH2:56][CH2:55]2>C1C=CC=CC=1>[CH3:51][C:4]([CH2:5][CH2:6][CH:7]=[C:8]([CH3:50])[CH2:9][CH2:10][CH:11]=[C:12]([CH3:49])[CH2:13][CH2:14][CH:15]=[C:16]([CH3:48])[CH2:17][CH2:18][CH:19]=[C:20]([CH3:47])[CH2:21][CH2:22][CH:23]=[C:24]([CH3:46])[CH2:25][CH2:26][CH:27]=[C:28]([CH3:45])[CH2:29][CH2:30][CH:31]=[C:32]([CH3:44])[CH2:33][CH2:34][CH:35]=[C:36]([CH3:43])[CH2:37][CH2:38][CH:39]=[C:40]([CH3:42])[CH3:41])=[CH:3][CH2:2][NH:52][CH2:53][C:54]12[CH2:61][CH2:60][CH2:59][N:58]1[CH2:57][CH2:56][CH2:55]2. Procedure details: Under an atmosphere of argon, a solution of 1-bromo-3,7,11,15,19,23,27,31,35,39-decamethyl-2,6,10,14,18,22,26,30,34,38-tetracontadecaene [8.00 g, 10.5 mmol, prepared as described in Example 4-a)] in 48.0 ml of benzene was added in dropwise to a solution of 5-aminomethyl-1-azabicyclo-[3.3.0]octane (1.76 g, 12.6 mmol) in 48.0 ml of benzene at 15° C. and the resulting solution was stirred at 50° C. for 5 hours. The solvent in the reaction mixture was evaporated in vacuo to dryness and the remaining...